Dataset: the Open Reaction Database (ORD), a public repository of structured organic reaction records. Task: describe an organic reaction: reactants, conditions, products, and yield Reactants: c1ccc(COc2ccc3c(c2)CCN3)cc1, COc1cc2ncnc(Cl)c2cc1OC. The product is COc1cc2ncnc(N3CCc4cc(OCc5ccccc5)ccc43)c2cc1OC. Reaction SMILES: [CH2:1]([c:2]1[cH:3][cH:4][cH:5][cH:6][cH:7]1)[O:8][c:9]1[cH:10][c:11]2[c:15]([cH:16][cH:17]1)[NH:14][CH2:13][CH2:12]2.[Cl:18][c:19]1[n:20][cH:21][n:22][c:23]2[cH:24][c:25]([O:31][CH3:32])[c:26]([O:29][CH3:30])[cH:27][c:28]12>>[CH2:1]([c:2]1[cH:3][cH:4][cH:5][cH:6][cH:7]1)[O:8][c:9]1[cH:10][c:11]2[c:15]([cH:16][cH:17]1)[N:14]([c:19]1[n:20][cH:21][n:22][c:23]3[cH:24][c:25]([O:31][CH3:32])[c:26]([O:29][CH3:30])[cH:27][c:28]13)[CH2:13][CH2:12]2. Starting materials: ClCC=1N=C(OC1)\C=C\C1=C(C=C(C=C1)F)F (4-(chloromethyl)-2-[(E)-2-(2,4-difluorophenyl)ethenyl]-1,3-oxazole), CS(=O)(=O)CC=1N(C=CN1)CCCCC1=CC=C(C=C1)O (4-[4-[2-[(methylsulfonyl)methyl]-1H-imidazol-1-yl]butyl]phenol), [H-].[Na+] (sodium hydride). The product is FC1=C(C=CC(=C1)F)/C=C/C=1OC=C(N1)COC1=CC=C(C=C1)CCCCN1C(=NC=C1)CS(=O)(=O)C (2-[(E)-2-(2,4-difluorophenyl)ethenyl]-4-[[4-[4-[2-[(methylsulfonyl)methyl]-1H-imidazol-1-yl]butyl]phenoxy]methyl]-1,3-oxazole). Isolated yield 55.5%. Reaction SMILES: Cl[CH2:2][C:3]1[N:4]=[C:5](/[CH:8]=[CH:9]/[C:10]2[CH:15]=[CH:14][C:13]([F:16])=[CH:12][C:11]=2[F:17])[O:6][CH:7]=1.[CH3:18][S:19]([CH2:22][C:23]1[N:24]([CH2:28][CH2:29][CH2:30][CH2:31][C:32]2[CH:37]=[CH:36][C:35]([OH:38])=[CH:34][CH:33]=2)[CH:25]=[CH:26][N:27]=1)(=[O:21])=[O:20].[H-].[Na+]>>[F:17][C:11]1[CH:12]=[C:13]([F:16])[CH:14]=[CH:15][C:10]=1/[CH:9]=[CH:8]/[C:5]1[O:6][CH:7]=[C:3]([CH2:2][O:38][C:35]2[CH:34]=[CH:33][C:32]([CH2:31][CH2:30][CH2:29][CH2:28][N:24]3[CH:25]=[CH:26][N:27]=[C:23]3[CH2:22][S:19]([CH3:18])(=[O:21])=[O:20])=[CH:37][CH:36]=2)[N:4]=1 |f:2.3|. Procedure details: Using 4-(chloromethyl)-2-[(E)-2-(2,4-difluorophenyl)ethenyl]-1,3-oxazole (274 mg), 4-[4-[2-[(methylsulfonyl)methyl]-1H-imidazol-1-yl]butyl]phenol (300 mg) and 65% sodium hydride (39.5 mg), the same reaction as Example 11-(i) was carried out to yield the titled compound (285 mg) as a colorless crystal powder. Starting materials: C([O-])(O)=O.[Na+] (sodium bicarbonate), C(C1=CC=CC=C1)OC(=O)N1[C@@H](C[C@H](C1)OC(C)(C)C)C=1OC(=CN1)C ((2S,4R)-4-tert-butoxy-2-(5-methyl-oxazol-2-yl)-pyrrolidine-1-carboxylic acid benzyl ester), FC(C(=O)O)(F)F (trifluoroacetic acid). Solvent: ClCCl (dichloromethane), ClCCl (dichloromethane). Conditions: time 16 hour. Product: C(C1=CC=CC=C1)OC(=O)N1[C@@H](C[C@H](C1)O)C=1OC(=CN1)C ((2S,4R)-4-hydroxy-2-(5-methyl-oxazol-2-yl)-pyrrolidine-1-carboxylic acid benzyl ester). Isolated yield 65.1%. Reaction SMILES: [CH2:1]([O:8][C:9]([N:11]1[CH2:15][C@H:14]([O:16]C(C)(C)C)[CH2:13][C@H:12]1[C:21]1[O:22][C:23]([CH3:26])=[CH:24][N:25]=1)=[O:10])[C:2]1[CH:7]=[CH:6][CH:5]=[CH:4][CH:3]=1.FC(F)(F)C(O)=O.C(=O)(O)[O-].[Na+]>ClCCl>[CH2:1]([O:8][C:9]([N:11]1[CH2:15][C@H:14]([OH:16])[CH2:13][C@H:12]1[C:21]1[O:22][C:23]([CH3:26])=[CH:24][N:25]=1)=[O:10])[C:2]1[CH:7]=[CH:6][CH:5]=[CH:4][CH:3]=1 |f:2.3|. Procedure details: To a stirred solution of (2S,4R)-4-tert-butoxy-2-(5-methyl-oxazol-2-yl)-pyrrolidine-1-carboxylic acid benzyl ester (2 g, 5.59 mmol) in dichloromethane (15 mL) was added trifluoroacetic acid (1.57 mL) in dichloromethane (1:5) at 0° C. and the mixture was then stirred at room temp. for 16 h. The reaction mixture was neutralized with saturated sodium bicarbonate solution and extracted with dichloromethane. The organic layer was washed with brine, dried over anhydrous sodium sulfate and concentrated... Starting materials: P(=O)(Cl)(Cl)Cl (phosphorus oxychloride), CN(C=O)C (N,N-dimethylformamide), FC1=C(C=CC(=C1)F)C(CC1=CC=C(C=C1)SC)=O (2',4'-difluoro-2-[4-(methylthio)phenyl]acetophenone). Solvent: ClC(C)Cl (dichloroethane). Run at time 1 hour. Yields the product ClC(=C(C=O)C1=CC=C(C=C1)SC)C1=C(C=C(C=C1)F)F (3-chloro-3-(2,4-difluorophenyl)-2-[4(methylthio)phenyl]propenal). As a reaction SMILES: P(Cl)(Cl)([Cl:3])=O.CN(C)[CH:8]=[O:9].[F:11][C:12]1[CH:17]=[C:16]([F:18])[CH:15]=[CH:14][C:13]=1[C:19](=O)[CH2:20][C:21]1[CH:26]=[CH:25][C:24]([S:27][CH3:28])=[CH:23][CH:22]=1>ClC(Cl)C>[Cl:3][C:19]([C:13]1[CH:14]=[CH:15][C:16]([F:18])=[CH:17][C:12]=1[F:11])=[C:20]([C:21]1[CH:26]=[CH:25][C:24]([S:27][CH3:28])=[CH:23][CH:22]=1)[CH:8]=[O:9]. Procedure: A mixture of phosphorus oxychloride (3.2 ml) and N,N-dimethylformamide (3.4 ml) in dichloroethane (25 ml) was stirred at ambient temperature for 1 hour and 2',4'-difluoro-2-[4-(methylthio)phenyl]acetophenone (6.2 g) was added thereto. The mixture was refluxed for 8 hours, washed with water twice, dried and evaporated to give 3-chloro-3-(2,4-difluorophenyl)-2-[4(methylthio)phenyl]propenal as a solid. Reactants: [Li]CCCC (n-BuLi), CN(C)C=O (DMF), Cl (HCl), BrC1=CC(=C(C=C1)Cl)CC (4-bromo-1-chloro-2-ethyl-benzene). Solvent: CCCCCC (hexane), O (water), C(C)OCC (diethylether), C(C)OCC (diethylether). Run at temperature 0 celsius, time 2 hour. Product: ClC1=C(C=C(C=O)C=C1)CC (4-chloro-3-ethyl-benzaldehyde). Yield: 62.3%. Reaction SMILES: Br[C:2]1[CH:7]=[CH:6][C:5]([Cl:8])=[C:4]([CH2:9][CH3:10])[CH:3]=1.[Li]CCCC.CN([CH:19]=[O:20])C.Cl>C(OCC)C.CCCCCC.O>[Cl:8][C:5]1[CH:6]=[CH:7][C:2]([CH:19]=[O:20])=[CH:3][C:4]=1[CH2:9][CH3:10]. Procedure details: To a solution of 4.319 g of 4-bromo-1-chloro-2-ethyl-benzene (20 mmol) in 50 ml diethylether, cooled to 0° C., were added dropwise 12.3 ml of 1.6M n-BuLi in hexane. After 30 min. stirring at 0° C. and 2 h at RT, a solution of 2.43 ml DMF (31 mmol) in 10 ml diethylether was added dropwise (temperature raised from 20 to 28° C.). After 1 h additional stirring at RT, the reaction mixture was acidified with 2N HCl, diluted with 150 ml water and extracted with diethylether. The combined organic layers... Reported procedure: 300 mg (0.1 mmol) 12-(4-Azidobutyl)-6,7,12,13-tetrahydro-13-methyl-5,7-dioxo-5H-indolo[2,3-a]-pyrrolo[3,4-c]carbazole (see Example 1w) in 40 ml tetrahydrofuran/ethanol (1:1 v/v) are hydrogenated in the presence of 300 mg 5% palladium on active carbon at 25° C. and 50 bar pressure for 48 hours in an autoclave. After filtration of the solution, the solvent is distilled off and the residue is crystallised from ethanol. 12-(4-Aminobutyl)-6,7,12,13-tetrahydro-13-methyl-5,7-dioxo-5H-indolo[2,3-a]pyrro... The reagents and catalysts are [Pd] (palladium). Reaction conditions: time 48 hour. The solvent is O1CCCC1.C(C)O (tetrahydrofuran ethanol). Starting materials: N(=[N+]=[N-])CCCCN1C2=CC=CC=C2C=2C3=C(C4=C(C12)N(C=1C=CC=CC14)C)C(NC3=O)=O (12-(4-Azidobutyl)-6,7,12,13-tetrahydro-13-methyl-5,7-dioxo-5H-indolo[2,3-a]-pyrrolo[3,4-c]carbazole). The product is NCCCCN1C2=CC=CC=C2C=2C3=C(C4=C(C12)N(C=1C=CC=CC14)C)C(NC3=O)=O (12-(4-Aminobutyl)-6,7,12,13-tetrahydro-13-methyl-5,7-dioxo-5H-indolo[2,3-a]pyrrolo[3,4-c]carbazole). As a reaction SMILES: [N:1]([CH2:4][CH2:5][CH2:6][CH2:7][N:8]1[C:20]2[C:19]3[N:21]([CH3:28])[C:22]4[CH:23]=[CH:24][CH:25]=[CH:26][C:27]=4[C:18]=3[C:17]3[C:29](=[O:33])[NH:30][C:31](=[O:32])[C:16]=3[C:15]=2[C:14]2[C:9]1=[CH:10][CH:11]=[CH:12][CH:13]=2)=[N+]=[N-]>O1CCCC1.C(O)C.[Pd]>[NH2:1][CH2:4][CH2:5][CH2:6][CH2:7][N:8]1[C:20]2[C:19]3[N:21]([CH3:28])[C:22]4[CH:23]=[CH:24][CH:25]=[CH:26][C:27]=4[C:18]=3[C:17]3[C:29](=[O:33])[NH:30][C:31](=[O:32])[C:16]=3[C:15]=2[C:14]2[C:9]1=[CH:10][CH:11]=[CH:12][CH:13]=2 |f:1.2|. Starting materials: C([O-])([O-])=O.[K+].[K+] (potassium carbonate), N1C=NC=C1 (imidazole), O.C1(=CC=C(C=C1)S(=O)(=O)O)C (p-toluenesulfonic acid monohydrate), NOS(=O)(=O)O (hydroxylamine-O-sulfonic acid). The solvent is O (water), C(Cl)(Cl)Cl (chloroform). Run at time 6 hour. Yields the product C1(=CC=C(C=C1)S(=O)(=O)O)C.NN1C=NC=C1 (1-aminoimidazole p-toluenesulfonic acid). The yield is 34.1%. RXN SMILES: C(=O)([O-])[O-].[K+].[K+].[NH:7]1[CH:11]=[CH:10][N:9]=[CH:8]1.[NH2:12]OS(O)(=O)=O.O.[C:19]1([CH3:29])[CH:24]=[CH:23][C:22]([S:25]([OH:28])(=[O:27])=[O:26])=[CH:21][CH:20]=1>O.C(Cl)(Cl)Cl>[C:19]1([CH3:29])[CH:20]=[CH:21][C:22]([S:25]([OH:28])(=[O:26])=[O:27])=[CH:23][CH:24]=1.[NH2:12][N:7]1[CH:11]=[CH:10][N:9]=[CH:8]1 |f:0.1.2,5.6,9.10|. Procedure details: In 50 ml of water was dissolved 2.76 g (20 mmol) of potassium carbonate and 1.36 g (20 mmol) of imidazole was added thereto. 2.26 g (20 mmol) of hydroxylamine-O-sulfonic acid was added thereto and the mixture was stirred at room temperature for 6 hours. The resulting precipitate was filtered off and the filtrate was concentrated under the reduced pressure. To the concentrate were slowly added 10 ml of chloroform and a solution of 3.8 g (20 mmol) of p-toluenesulfonic acid monohydrate in 10 ml of ...